From a dataset of the Open Reaction Database (ORD), a public repository of structured organic reaction records. describe an organic reaction: reactants, conditions, products, and yield Reactants: CCCCO, CC(C)c1n[nH]c2c(Cl)nc(Cl)nc12, NCc1ccccc1. Yields the product CC(C)c1n[nH]c2c(NCc3ccccc3)nc(Cl)nc12. Reaction SMILES: [CH2:23]([OH:24])[CH2:25][CH2:26][CH3:27].[Cl:1][c:2]1[n:3][c:4]([Cl:14])[c:5]2[c:6]([n:7]1)[c:8]([CH:11]([CH3:12])[CH3:13])[n:9][nH:10]2.[NH2:15][CH2:16][c:17]1[cH:18][cH:19][cH:20][cH:21][cH:22]1>>[Cl:1][c:2]1[n:3][c:4]([NH:15][CH2:16][c:17]2[cH:18][cH:19][cH:20][cH:21][cH:22]2)[c:5]2[c:6]([n:7]1)[c:8]([CH:11]([CH3:12])[CH3:13])[n:9][nH:10]2.